Task: describe an organic reaction: reactants, conditions, products, and yield. Dataset: the Open Reaction Database (ORD), a public repository of structured organic reaction records Reactants: [Br-], BrCCC[P+](c1ccccc1)(c1ccccc1)c1ccccc1, CNC, CCO, c1ccc(P(c2ccccc2)c2ccccc2)cc1, Cc1ccccc1C. The product is [Br-], Br, CN(C)CCC[P+](c1ccccc1)(c1ccccc1)c1ccccc1. Reaction SMILES: [Br-:20].[Br:21][CH2:22][CH2:23][CH2:24][P+:25]([c:26]1[cH:27][cH:28][cH:29][cH:30][cH:31]1)([c:32]1[cH:33][cH:34][cH:35][cH:36][cH:37]1)[c:38]1[cH:39][cH:40][cH:41][cH:42][cH:43]1.[CH3:44][NH:45][CH3:46].[CH3:55][CH2:56][OH:57].[c:1]1([P:2]([c:3]2[cH:4][cH:5][cH:6][cH:7][cH:8]2)[c:9]2[cH:10][cH:11][cH:12][cH:13][cH:14]2)[cH:15][cH:16][cH:17][cH:18][cH:19]1.[c:47]1([CH3:48])[c:49]([CH3:50])[cH:51][cH:52][cH:53][cH:54]1>>[Br-:21].[BrH:20].[CH2:22]([CH2:23][CH2:24][P+:25]([c:26]1[cH:27][cH:28][cH:29][cH:30][cH:31]1)([c:32]1[cH:33][cH:34][cH:35][cH:36][cH:37]1)[c:38]1[cH:39][cH:40][cH:41][cH:42][cH:43]1)[N:45]([CH3:44])[CH3:46]. The reactants are Br, O=C([O-])O, O=C=O, ClCCl, O=CCC(O)CC(O)CCl, [Na+], [Na+], [Na+], O=S([O-])([O-])=S, O. Product: O=C1CC(O)CC(CCl)O1. RXN SMILES: [Br:1].[C:12](=[O:13])([OH:14])[O-:15].[C:17](=[O:18])=[O:19].[CH2:27]([Cl:28])[Cl:29].[Cl:2][CH2:3][CH:4]([CH2:5][CH:6]([CH2:7][CH:8]=[O:9])[OH:10])[OH:11].[Na+:16].[Na+:20].[Na+:21].[O-:22][S:23]([O-:24])(=[S:25])=[O:26].[OH2:30]>>[Cl:2][CH2:3][CH:4]1[CH2:5][CH:6]([OH:10])[CH2:7][C:8](=[O:9])[O:11]1. Reactants: Cc1c(NCCN(Cc2ccccc2)C(=O)C(C)Cl)nnc(-c2ccc(F)cc2)c1C, C1CCOC1, [H-], [Na+]. Yields the product Cc1c(-c2ccc(F)cc2)nnc(N2CCN(Cc3ccccc3)C(=O)C2C)c1C. As a reaction SMILES: [CH2:1]([c:2]1[cH:3][cH:4][cH:5][cH:6][cH:7]1)[N:8]([C:9]([CH:10]([CH3:11])[Cl:12])=[O:13])[CH2:14][CH2:15][NH:16][c:17]1[n:18][n:19][c:20](-[c:25]2[cH:26][cH:27][c:28]([F:31])[cH:29][cH:30]2)[c:21]([CH3:24])[c:22]1[CH3:23].[CH2:34]1[O:35][CH2:36][CH2:37][CH2:38]1.[H-:33].[Na+:32]>>[CH2:1]([c:2]1[cH:3][cH:4][cH:5][cH:6][cH:7]1)[N:8]1[C:9](=[O:13])[CH:10]([CH3:11])[N:16]([c:17]2[n:18][n:19][c:20](-[c:25]3[cH:26][cH:27][c:28]([F:31])[cH:29][cH:30]3)[c:21]([CH3:24])[c:22]2[CH3:23])[CH2:15][CH2:14]1. Starting materials: COc1cc(C(O[Si](C)(C)C(C)(C)C)C(CC2Cc3ccccc3C2)Cn2ccc(C=O)c2)cc(OC)c1C, COP(=O)(CP(=O)(OC)OC)OC, Cl, [H-], [Na+], C1CCOC1. Product: COc1cc(C(O[Si](C)(C)C(C)(C)C)C(CC2Cc3ccccc3C2)Cn2ccc(C=CP(=O)(OC)OC)c2)cc(OC)c1C. Reaction SMILES: [C:16]([CH3:17])([CH3:18])([CH3:19])[Si:20]([O:21][CH:22]([CH:23]([CH2:24][n:25]1[cH:26][c:27]([CH:30]=[O:31])[cH:28][cH:29]1)[CH2:32][CH:33]1[CH2:34][c:35]2[cH:36][cH:37][cH:38][cH:39][c:40]2[CH2:41]1)[c:42]1[cH:43][c:44]([O:51][CH3:52])[c:45]([CH3:50])[c:46]([O:48][CH3:49])[cH:47]1)([CH3:53])[CH3:54].[CH2:1]([P:2](=[O:3])([O:4][CH3:5])[O:6][CH3:7])[P:8]([O:9][CH3:10])([O:11][CH3:12])=[O:13].[ClH:55].[H-:14].[Na+:15].[O:56]1[CH2:57][CH2:58][CH2:59][CH2:60]1>>[CH:1]([P:8]([O:9][CH3:10])([O:11][CH3:12])=[O:13])=[CH:30][c:27]1[cH:26][n:25]([CH2:24][CH:23]([CH:22]([O:21][Si:20]([C:16]([CH3:17])([CH3:18])[CH3:19])([CH3:53])[CH3:54])[c:42]2[cH:43][c:44]([O:51][CH3:52])[c:45]([CH3:50])[c:46]([O:48][CH3:49])[cH:47]2)[CH2:32][CH:33]2[CH2:34][c:35]3[cH:36][cH:37][cH:38][cH:39][c:40]3[CH2:41]2)[cH:29][cH:28]1. Reactants: FC1=CC=C(C=C1)C=1N=CN2C[C@@]3([C@H](CCCC3=CC21)C(=O)C2=CC=C(S2)C(=O)OC)C (methyl 5-((5aR,6S)-1-(4-fluorophenyl)-5a-methyl-5,5a,6,7,8,9-hexahydroimidazo[1,5-b]isoquinoline-6-carbonyl)thiophene-2-carboxylate), [OH-].[Na+] (sodium hydroxide), C(CC(O)(C(=O)O)CC(=O)O)(=O)O (citric acid), Cl (hydrochloric acid). The solvent is CO (methanol), O (water). Reaction conditions: time 15 minute. The product is FC1=CC=C(C=C1)C=1N=CN2C[C@@]3([C@H](CCCC3=CC21)C(=O)C2=CC=C(S2)C(=O)O)C (5-((5aR,6S)-1-(4-fluorophenyl)-5a-methyl-5,5a,6,7,8,9-hexahydroimidazo[1,5-b]isoquinoline-6-carbonyl)thiophene-2-carboxylic acid). RXN SMILES: [F:1][C:2]1[CH:7]=[CH:6][C:5]([C:8]2[N:9]=[CH:10][N:11]3[C:20]=2[CH:19]=[C:18]2[C@@:13]([CH3:32])([C@@H:14]([C:21]([C:23]4[S:27][C:26]([C:28]([O:30]C)=[O:29])=[CH:25][CH:24]=4)=[O:22])[CH2:15][CH2:16][CH2:17]2)[CH2:12]3)=[CH:4][CH:3]=1.[OH-].[Na+].Cl.C(O)(=O)CC(CC(O)=O)(C(O)=O)O>CO.O>[F:1][C:2]1[CH:7]=[CH:6][C:5]([C:8]2[N:9]=[CH:10][N:11]3[C:20]=2[CH:19]=[C:18]2[C@@:13]([CH3:32])([C@@H:14]([C:21]([C:23]4[S:27][C:26]([C:28]([OH:30])=[O:29])=[CH:25][CH:24]=4)=[O:22])[CH2:15][CH2:16][CH2:17]2)[CH2:12]3)=[CH:4][CH:3]=1 |f:1.2|. Procedure details: To a stirred solution of methyl 5-((5aR,6S)-1-(4-fluorophenyl)-5a-methyl-5,5a,6,7,8,9-hexahydroimidazo[1,5-b]isoquinoline-6-carbonyl)thiophene-2-carboxylate (110 mg, 0.24 mmol) in methanol (10 mL) was added aqueous sodium hydroxide solution (1 N, 2 mL, 2 mmol) dropwise followed by water (2 mL). The reaction mixture was stirred at RT for 15 min before neutralized with hydrochloric acid solution (6 N, 0.3 mL) and aqueous 10% citric acid solution. The mixture was concentrated under reduced pressure... Starting materials: Cl, Cl, Cl, NC1CCN(CCN2CCC(O)CC2)CC1, Cc1cccc(Oc2cccc3[nH]c(C(=O)O)cc23)c1. The product is Cc1cccc(Oc2cccc3[nH]c(C(=O)NC4CCN(CCN5CCC(O)CC5)CC4)cc23)c1. RXN SMILES: [ClH:21].[ClH:22].[ClH:23].[NH2:24][CH:25]1[CH2:26][CH2:27][N:28]([CH2:31][CH2:32][N:33]2[CH2:34][CH2:35][CH:36]([OH:39])[CH2:37][CH2:38]2)[CH2:29][CH2:30]1.[c:1]1([CH3:20])[cH:2][c:3]([O:7][c:8]2[c:9]3[cH:10][c:11]([C:17](=[O:18])[OH:19])[nH:12][c:13]3[cH:14][cH:15][cH:16]2)[cH:4][cH:5][cH:6]1>>[c:1]1([CH3:20])[cH:2][c:3]([O:7][c:8]2[c:9]3[cH:10][c:11]([C:17](=[O:19])[NH:24][CH:25]4[CH2:26][CH2:27][N:28]([CH2:31][CH2:32][N:33]5[CH2:34][CH2:35][CH:36]([OH:39])[CH2:37][CH2:38]5)[CH2:29][CH2:30]4)[nH:12][c:13]3[cH:14][cH:15][cH:16]2)[cH:4][cH:5][cH:6]1.